This data is from the Open Reaction Database (ORD), a public repository of structured organic reaction records. The task is: describe an organic reaction: reactants, conditions, products, and yield The reactants are C1(=CC=CC=C1)C1(CCC([C@@H]2CN(C[C@H]12)C(=O)OC(C)(C)C)=O)C1=CC=CC=C1 ((3aS,7aS)-7,7-diphenyl-2-tert-butoxycarbonylperhydroisoindol-4-one), [Cl-].[Ce+3].[Cl-].[Cl-] (cerium chloride), COC1=C(C=CC=C1)[Mg]Br (2-methoxyphenylmagnesium bromide). The solvent is O1CCCC1 (tetrahydrofuran), aqueous saturated solution, [Cl-].[NH4+] (ammonium chloride), C(C)(=O)OCC (ethyl acetate), O1CCCC1 (tetrahydrofuran). Run at time 24 hour. The product is C1(=CC=CC=C1)C1(CC[C@@]([C@@H]2CN(C[C@H]12)C(=O)OC(C)(C)C)(O)C1=C(C=CC=C1)OC)C1=CC=CC=C1 ((3aS,4S,7aS)-7,7-diphenyl-4-(2- methoxyphenyl)-2-tert-butoxycarbonylperhydroisoindol-4-ol). The yield is 69.8%. RXN SMILES: [CH3:1][O:2][C:3]1[CH:8]=[CH:7][CH:6]=[CH:5][C:4]=1[Mg]Br.[C:11]1([C:17]2([C:34]3[CH:39]=[CH:38][CH:37]=[CH:36][CH:35]=3)[C@@H:25]3[C@@H:21]([CH2:22][N:23]([C:26]([O:28][C:29]([CH3:32])([CH3:31])[CH3:30])=[O:27])[CH2:24]3)[C:20](=[O:33])[CH2:19][CH2:18]2)[CH:16]=[CH:15][CH:14]=[CH:13][CH:12]=1.[Cl-].[Ce+3].[Cl-].[Cl-]>O1CCCC1.[Cl-].[NH4+].C(OCC)(=O)C>[C:11]1([C:17]2([C:34]3[CH:35]=[CH:36][CH:37]=[CH:38][CH:39]=3)[C@@H:25]3[C@@H:21]([CH2:22][N:23]([C:26]([O:28][C:29]([CH3:32])([CH3:31])[CH3:30])=[O:27])[CH2:24]3)[C@@:20]([C:4]3[CH:5]=[CH:6][CH:7]=[CH:8][C:3]=3[O:2][CH3:1])([OH:33])[CH2:19][CH2:18]2)[CH:12]=[CH:13][CH:14]=[CH:15][CH:16]=1 |f:2.3.4.5,7.8|. Procedure: A suspension of 2-methoxyphenylmagnesium bromide (prepared starting from 75.3 g of 2-bromoanisole and 9.8 g of magnesium) in 100 cm3 of dry tetrahydrofuran is added dropwise while stirring to a suspension of 20 g of (3aS,7aS)-7,7-diphenyl-2-tert-butoxycarbonylperhydroisoindol-4-one and 31.6 g of anhydrous cerium chloride in 250 cm3 of dry tetrahydrofuran at room temperature. The reaction mixture is stirred at room temperature for 24 hours, treatea with 400 cm3 of an aqueous saturated solution of...